From a dataset of the Open Reaction Database (ORD), a public repository of structured organic reaction records. describe an organic reaction: reactants, conditions, products, and yield Starting materials: CN1C(C=2N(C3=C1N=CC=C3)C(NN2)=O)=O (5-methyl-pyrido(2,3-e)(1,2,4)-triazolo(4,3-a)pyrazine-1,4-(2H,5H)dione), C(C)(=O)OC(C)=O (acetic anhydride). Solvent: C(C)(=O)O (acetic acid). Yields the product C(C)(=O)N1N=C2N(C3=C(N(C2=O)C)N=CC=C3)C1=O (2-Acetyl-5-methyl-pyrido(2,3-e)(1,2,4)triazolo(4,3-a)pyrazine-1,4-(2H,5H)dione). As a reaction SMILES: [CH3:1][N:2]1[C:7]2[N:8]=[CH:9][CH:10]=[CH:11][C:6]=2[N:5]2[C:12](=[O:15])[NH:13][N:14]=[C:4]2[C:3]1=[O:16].[C:17](OC(=O)C)(=[O:19])[CH3:18]>C(O)(=O)C>[C:17]([N:13]1[C:12](=[O:15])[N:5]2[C:6]3[CH:11]=[CH:10][CH:9]=[N:8][C:7]=3[N:2]([CH3:1])[C:3](=[O:16])[C:4]2=[N:14]1)(=[O:19])[CH3:18]. Procedure details: A mixture of 1.8 g. of 5-methyl-pyrido(2,3-e)(1,2,4)-triazolo(4,3-a)pyrazine-1,4-(2H,5H)dione in 25 ml. of acetic anhydride and 50 ml. of acetic acid was stirred and refluxed for 5 hours.